This data is from the Open Reaction Database (ORD), a public repository of structured organic reaction records. The task is: describe an organic reaction: reactants, conditions, products, and yield Starting materials: CCI, CC(C)(C)OC(=O)CC(CNS(=O)(=O)c1ccccc1[N+](=O)[O-])Nc1ccc(C#N)c(Cl)c1, [K+], [K+], O=C([O-])[O-], CN(C)C=O, O. Product: CCN(CC(CC(=O)OC(C)(C)C)Nc1ccc(C#N)c(Cl)c1)S(=O)(=O)c1ccccc1[N+](=O)[O-]. RXN SMILES: [CH2:34]([CH3:35])[I:36].[Cl:1][c:2]1[cH:3][c:4]([NH:10][CH:11]([CH2:12][C:13](=[O:14])[O:15][C:16]([CH3:17])([CH3:18])[CH3:19])[CH2:20][NH:21][S:22](=[O:23])(=[O:24])[c:25]2[c:26]([N+:31](=[O:32])[O-:33])[cH:27][cH:28][cH:29][cH:30]2)[cH:5][cH:6][c:7]1[C:8]#[N:9].[K+:37].[K+:38].[O-:39][C:40]([O-:41])=[O:42].[O:43]=[CH:44][N:45]([CH3:46])[CH3:47].[OH2:48]>>[Cl:1][c:2]1[cH:3][c:4]([NH:10][CH:11]([CH2:12][C:13](=[O:14])[O:15][C:16]([CH3:17])([CH3:18])[CH3:19])[CH2:20][N:21]([S:22](=[O:23])(=[O:24])[c:25]2[c:26]([N+:31](=[O:32])[O-:33])[cH:27][cH:28][cH:29][cH:30]2)[CH2:34][CH3:35])[cH:5][cH:6][c:7]1[C:8]#[N:9].